Task: describe an organic reaction: reactants, conditions, products, and yield. Dataset: the Open Reaction Database (ORD), a public repository of structured organic reaction records Starting materials: ClC(Cl)Cl, O=C(OO)c1cccc(Cl)c1, CC(C)CSc1ccc2cc([N+](=O)[O-])c(N)cc2c1. The product is CC(C)CS(=O)c1ccc2cc([N+](=O)[O-])c(N)cc2c1. As a reaction SMILES: [CH:31]([Cl:32])([Cl:33])[Cl:34].[Cl:20][c:21]1[cH:22][cH:23][cH:24][c:25]([C:26]([O:27][OH:29])=[O:28])[cH:30]1.[NH2:1][c:2]1[cH:3][c:4]2[cH:5][c:6]([S:15][CH2:16][CH:17]([CH3:18])[CH3:19])[cH:7][cH:8][c:9]2[cH:10][c:11]1[N+:12](=[O:13])[O-:14]>>[NH2:1][c:2]1[cH:3][c:4]2[cH:5][c:6]([S:15]([CH2:16][CH:17]([CH3:18])[CH3:19])=[O:28])[cH:7][cH:8][c:9]2[cH:10][c:11]1[N+:12](=[O:13])[O-:14]. Reactants: O=C1CCC(=O)N1Br, O=C(OOC(=O)c1ccccc1)c1ccccc1, ClC(Cl)(Cl)Cl, COc1ccc(C)cc1[N+](=O)[O-], O. Product: COc1ccc(CBr)cc1[N+](=O)[O-]. Reaction SMILES: [Br:13][N:14]1[C:15](=[O:16])[CH2:17][CH2:18][C:19]1=[O:20].[C:21]([O:22][O:23][C:24](=[O:25])[c:26]1[cH:27][cH:28][cH:29][cH:30][cH:31]1)(=[O:32])[c:33]1[cH:34][cH:35][cH:36][cH:37][cH:38]1.[C:40]([Cl:41])([Cl:42])([Cl:43])[Cl:44].[CH3:1][c:2]1[cH:3][c:4]([N+:10](=[O:11])[O-:12])[c:5]([O:8][CH3:9])[cH:6][cH:7]1.[OH2:39]>>[CH2:1]([c:2]1[cH:3][c:4]([N+:10](=[O:11])[O-:12])[c:5]([O:8][CH3:9])[cH:6][cH:7]1)[Br:13]. Reactants: Cl.C(CCC)C1=CC=C(C=C1)C#CC1=CC=C(CNC2=CC3=C(OC(OC3=O)(C)C)C=C2)C=C1 (6-({4-[(4-butylphenyl)ethynyl]benzyl}amino)-2,2-dimethyl-4H-1,3-benzodioxin-4-one hydrochloride), O1COC2=C1C=CC(=C2)C(=O)Cl (1,3-benzodioxole-5-carbonyl chloride). The product is C(CCC)C1=CC=C(C=C1)C#CC1=CC=C(CN(C(=O)C2=CC3=C(OCO3)C=C2)C2=CC3=C(OC(OC3=O)(C)C)C=C2)C=C1 (N-{4-[(4-butylphenyl)ethynyl]benzyl}-N-(2,2-dimethyl-4-oxo-4H-1,3-benzodioxin-6-yl)-1,3-benzodioxole-5-carboxamide). RXN SMILES: Cl.[CH2:2]([C:6]1[CH:11]=[CH:10][C:9]([C:12]#[C:13][C:14]2[CH:34]=[CH:33][C:17]([CH2:18][NH:19][C:20]3[CH:32]=[CH:31][C:23]4[O:24][C:25]([CH3:30])([CH3:29])[O:26][C:27](=[O:28])[C:22]=4[CH:21]=3)=[CH:16][CH:15]=2)=[CH:8][CH:7]=1)[CH2:3][CH2:4][CH3:5].[O:35]1[C:39]2[CH:40]=[CH:41][C:42]([C:44](Cl)=[O:45])=[CH:43][C:38]=2[O:37][CH2:36]1>>[CH2:2]([C:6]1[CH:7]=[CH:8][C:9]([C:12]#[C:13][C:14]2[CH:34]=[CH:33][C:17]([CH2:18][N:19]([C:20]3[CH:32]=[CH:31][C:23]4[O:24][C:25]([CH3:30])([CH3:29])[O:26][C:27](=[O:28])[C:22]=4[CH:21]=3)[C:44]([C:42]3[CH:41]=[CH:40][C:39]4[O:35][CH2:36][O:37][C:38]=4[CH:43]=3)=[O:45])=[CH:16][CH:15]=2)=[CH:10][CH:11]=1)[CH2:3][CH2:4][CH3:5] |f:0.1|. Procedure details: The titled compound was prepared following the procedure K using 6-({4-[(4-butylphenyl)ethynyl]benzyl}amino)-2,2-dimethyl-4H-1,3-benzodioxin-4-one hydrochloride and 1,3-benzodioxole-5-carbonyl chloride as a pale yellow oil (94%). M+ (ESI): 588.3. HPLC, Rt: 5.69 min (Purity: 99.4%).